From a dataset of the Open Reaction Database (ORD), a public repository of structured organic reaction records. describe an organic reaction: reactants, conditions, products, and yield Starting materials: CN(C)C=O, O=C1NC(=O)C2(CC(C(=O)Cl)Oc3ccc(F)cc32)N1, NCCN1CCN(C(c2ccccc2)c2ccccc2)CC1. Product: O=C1NC(=O)C2(CC(C(=O)NCCN3CCN(C(c4ccccc4)c4ccccc4)CC3)Oc3ccc(F)cc32)N1. RXN SMILES: [CH3:23][N:24]([CH3:25])[CH:26]=[O:27].[F:28][c:29]1[cH:30][c:31]2[c:36]([cH:37][cH:38]1)[O:35][CH:34]([C:39](=[O:40])[Cl:41])[CH2:33][C:32]21[NH:42][C:43](=[O:47])[NH:44][C:45]1=[O:46].[NH2:1][CH2:2][CH2:3][N:4]1[CH2:5][CH2:6][N:7]([CH:10]([c:11]2[cH:12][cH:13][cH:14][cH:15][cH:16]2)[c:17]2[cH:18][cH:19][cH:20][cH:21][cH:22]2)[CH2:8][CH2:9]1>>[NH:1]([CH2:2][CH2:3][N:4]1[CH2:5][CH2:6][N:7]([CH:10]([c:11]2[cH:12][cH:13][cH:14][cH:15][cH:16]2)[c:17]2[cH:18][cH:19][cH:20][cH:21][cH:22]2)[CH2:8][CH2:9]1)[C:39]([CH:34]1[CH2:33][C:32]2([c:31]3[cH:30][c:29]([F:28])[cH:38][cH:37][c:36]3[O:35]1)[NH:42][C:43](=[O:47])[NH:44][C:45]2=[O:46])=[O:40]. Starting materials: C(C1=CC=CC=C1)(=O)N1CC=2C=C3O[C@H](C(NC3=CC2CC1C(=O)O)=O)C1=CC=C(C=C1)OCC1=CC(=C(C=C1)Cl)Cl ((S)-6-Benzoyl-3-[4-(3,4-dichloro-benzyloxy)-phenyl]-2-oxo-2,3,5,6,7,8-hexahydro-1H-4-oxa-1,6-diaza-anthracene-7-carboxylic acid), Cl.Cl.COC([C@H](CC1=CC=C(C=C1)OC1=CC=NC=C1)N)=O ((S)-2-Amino-3-[4-(pyridin-4-yloxy)-phenyl]-propionic acid methyl ester bis hydrochloride). Yields the product COC([C@H](CC1=CC=C(C=C1)OC1=CC=NC=C1)NC(=O)C1N(CC=2C=C3O[C@H](C(NC3=CC2C1)=O)C1=CC=C(C=C1)OCC1=CC(=C(C=C1)Cl)Cl)C(C1=CC=CC=C1)=O)=O ((S)-2-({(S)-6-Benzoyl-3-[4-(3,4-dichloro-benzyloxy)-phenyl]-2-oxo-2,3,5,6,7,8-hexahydro-1H-4-oxa-1,6-diaza-anthracene-7-carbonyl}-amino)-3-[4-(pyridin-4-yloxy)-phenyl]-propionic acid methyl ester). Isolated yield 40.1%. Reaction SMILES: [C:1]([N:9]1[CH:22]([C:23](O)=[O:24])[CH2:21][C:20]2[CH:19]=[C:18]3[C:13]([O:14][C@@H:15]([C:27]4[CH:32]=[CH:31][C:30]([O:33][CH2:34][C:35]5[CH:40]=[CH:39][C:38]([Cl:41])=[C:37]([Cl:42])[CH:36]=5)=[CH:29][CH:28]=4)[C:16](=[O:26])[NH:17]3)=[CH:12][C:11]=2[CH2:10]1)(=[O:8])[C:2]1[CH:7]=[CH:6][CH:5]=[CH:4][CH:3]=1.Cl.Cl.[CH3:45][O:46][C:47](=[O:64])[C@@H:48]([NH2:63])[CH2:49][C:50]1[CH:55]=[CH:54][C:53]([O:56][C:57]2[CH:62]=[CH:61][N:60]=[CH:59][CH:58]=2)=[CH:52][CH:51]=1>>[CH3:45][O:46][C:47](=[O:64])[C@@H:48]([NH:63][C:23]([CH:22]1[CH2:21][C:20]2[CH:19]=[C:18]3[C:13]([O:14][C@@H:15]([C:27]4[CH:32]=[CH:31][C:30]([O:33][CH2:34][C:35]5[CH:40]=[CH:39][C:38]([Cl:41])=[C:37]([Cl:42])[CH:36]=5)=[CH:29][CH:28]=4)[C:16](=[O:26])[NH:17]3)=[CH:12][C:11]=2[CH2:10][N:9]1[C:1](=[O:8])[C:2]1[CH:3]=[CH:4][CH:5]=[CH:6][CH:7]=1)=[O:24])[CH2:49][C:50]1[CH:51]=[CH:52][C:53]([O:56][C:57]2[CH:62]=[CH:61][N:60]=[CH:59][CH:58]=2)=[CH:54][CH:55]=1 |f:1.2.3|. Procedure details: (S)-2-({(S)-6-Benzoyl-3-[4-(3,4-dichloro-benzyloxy)-phenyl]-2-oxo-2,3,5,6,7,8-hexahydro-1H-4-oxa-1,6-diaza-anthracene-7-carbonyl}-amino)-3-[4-(pyridin-4-yloxy)-phenyl]-propionic acid methyl ester (57 mg) was prepared from (S)-6-Benzoyl-3-[4-(3,4-dichloro-benzyloxy)-phenyl]-2-oxo-2,3,5,6,7,8-hexahydro-1H-4-oxa-1,6-diaza-anthracene-7-carboxylic acid (100 mg) and (S)-2-Amino-3-[4-(pyridin-4-yloxy)-phenyl]-propionic acid methyl ester bis hydrochloride (63 mg) following general procedure A. LC-MS (m/... Starting materials: N1(CCCC1)[C@@H]1[C@@H](CCCC1)N(C)C(=O)OC(C)(C)C ((±)-cis-2-Pyrrolidinyl-N-t-butyloxycarbonyl-N-methylcyclohexylamine), Cl (hydrochloric acid), N (ammonia). Conditions: temperature 60 celsius, time 5 minute. The product is N1(CCCC1)[C@@H]1[C@@H](CCCC1)NC ((±)-cis-2-[1-Pyrrolidinyl]-N-methylcyclohexylamine). Reaction SMILES: [N:1]1([C@H:6]2[CH2:11][CH2:10][CH2:9][CH2:8][C@H:7]2[N:12](C(OC(C)(C)C)=O)[CH3:13])[CH2:5][CH2:4][CH2:3][CH2:2]1.Cl.N>>[N:1]1([C@H:6]2[CH2:11][CH2:10][CH2:9][CH2:8][C@H:7]2[NH:12][CH3:13])[CH2:2][CH2:3][CH2:4][CH2:5]1. Reported procedure: (±)-cis-2-Pyrrolidinyl-N-t-butyloxycarbonyl-N-methylcyclohexylamine (247 gm) was slowly added to 6 M hydrochloric acid at 60° C. with vigorous stirring. The solution was stirred an additional 5 minutes at 60° C. and poured onto ice (200 gm). Excess concentrated aqueous ammonia was added and the mixture was extracted with methylene chloride. The combined extracts were dried (Na2SO4) and the solvent removed on a rotary evaporator. The residue was distilled (78° C. at 0.3 mm Hg) to give the product... Starting materials: CC1(C)CCC(N(C(=O)C2CCCO2)C2CC(C(=O)O)N(C(=O)OC(C)(C)C)C2)CC1, CCNC. Product: CCN(C)C(=O)C1CC(N(C(=O)C2CCCO2)C2CCC(C)(C)CC2)CN1C(=O)OC(C)(C)C. RXN SMILES: [C:1](=[O:2])([O:3][C:4]([CH3:5])([CH3:6])[CH3:7])[N:8]1[CH:9]([C:10](=[O:11])[OH:12])[CH2:13][CH:14]([N:16]([C:17](=[O:18])[CH:19]2[O:20][CH2:21][CH2:22][CH2:23]2)[CH:24]2[CH2:25][CH2:26][C:27]([CH3:30])([CH3:31])[CH2:28][CH2:29]2)[CH2:15]1.[CH3:32][NH:33][CH2:34][CH3:35]>>[C:1](=[O:2])([O:3][C:4]([CH3:5])([CH3:6])[CH3:7])[N:8]1[CH:9]([C:10](=[O:12])[N:33]([CH3:32])[CH2:34][CH3:35])[CH2:13][CH:14]([N:16]([C:17](=[O:18])[CH:19]2[O:20][CH2:21][CH2:22][CH2:23]2)[CH:24]2[CH2:25][CH2:26][C:27]([CH3:30])([CH3:31])[CH2:28][CH2:29]2)[CH2:15]1. Reactants: O=C(Cl)c1ccccc1, CCOC(C)=O, ClCCl, c1ccncc1, O=C(Nc1nc2cccc(C(=O)Nc3nc4c(s3)CNCC4)c2[nH]1)c1cc2ccccc2cn1. Yields the product O=C(Nc1nc2c(C(=O)Nc3nc4c(s3)CN(C(=O)c3ccccc3)CC4)cccc2[nH]1)c1cc2ccccc2cn1. RXN SMILES: [C:41]([c:42]1[cH:43][cH:44][cH:45][cH:46][cH:47]1)(=[O:48])[Cl:49].[CH3:53][CH2:54][O:55][C:56](=[O:57])[CH3:58].[Cl:50][CH2:51][Cl:52].[cH:35]1[cH:36][cH:37][n:38][cH:39][cH:40]1.[n:1]1[c:2]([NH:10][C:11](=[O:12])[c:13]2[cH:14][cH:15][cH:16][c:17]3[c:18]2[nH:19][c:20]([NH:22][C:23](=[O:24])[c:25]2[n:26][cH:27][c:28]4[cH:29][cH:30][cH:31][cH:32][c:33]4[cH:34]2)[n:21]3)[s:3][c:4]2[c:9]1[CH2:8][CH2:7][NH:6][CH2:5]2>>[n:1]1[c:2]([NH:10][C:11](=[O:12])[c:13]2[cH:14][cH:15][cH:16][c:17]3[c:18]2[n:19][c:20]([NH:22][C:23](=[O:24])[c:25]2[n:26][cH:27][c:28]4[cH:29][cH:30][cH:31][cH:32][c:33]4[cH:34]2)[nH:21]3)[s:3][c:4]2[c:9]1[CH2:8][CH2:7][N:6]([C:41]([c:42]1[cH:43][cH:44][cH:45][cH:46][cH:47]1)=[O:48])[CH2:5]2. The reactants are BrC=1C=CC(=C(C1)CC1=C(N=C2N1C=CC=C2)CN(C(=O)C2=C(C(=C(C=C2)OC)OC)Cl)CCC(C)C)OC (N-({3-[(5-bromo-2-methoxyphenyl)methyl](imidazolo[1,2-a]pyridin-2-yl)}methyl)(2-chloro-3,4-dimethoxyphenyl)-N-(3-methylbutyl)carboxamide), N1=CC(=CC=C1)B(O)O (pyridine-3-boronic acid), C([O-])([O-])=O.[K+].[K+] (potassium carbonate). The reagents and catalysts are C=1C=CC(=CC1)[P](C=2C=CC=CC2)(C=3C=CC=CC3)[Pd]([P](C=4C=CC=CC4)(C=5C=CC=CC5)C=6C=CC=CC6)([P](C=7C=CC=CC7)(C=8C=CC=CC8)C=9C=CC=CC9)[P](C=1C=CC=CC1)(C=1C=CC=CC1)C=1C=CC=CC1 (tetrakis(triphenylphosphine)palladium(0)). Solvent: C1(=CC=CC=C1)C (toluene), ClCCl (dichloromethane). Conditions: temperature 85 celsius. The product is ClC1=C(C=CC(=C1OC)OC)C(=O)N(CCC(C)C)CC=1N=C2N(C=CC=C2)C1CC1=C(C=CC(=C1)C=1C=NC=CC1)OC ((2-chloro-3,4-dimethoxyphenyl)-N-({3-[(2-methoxy-5-(3-pyridyl)phenyl)methyl](imidazol[1,2-a]pyridin-2-yl)}methyl)-N-(3-methylbutyl)carboxamide). Isolated yield 89.7%. RXN SMILES: Br[C:2]1[CH:3]=[CH:4][C:5]([O:38][CH3:39])=[C:6]([CH2:8][C:9]2[N:13]3[CH:14]=[CH:15][CH:16]=[CH:17][C:12]3=[N:11][C:10]=2[CH2:18][N:19]([CH2:33][CH2:34][CH:35]([CH3:37])[CH3:36])[C:20]([C:22]2[CH:27]=[CH:26][C:25]([O:28][CH3:29])=[C:24]([O:30][CH3:31])[C:23]=2[Cl:32])=[O:21])[CH:7]=1.[N:40]1[CH:45]=[CH:44][CH:43]=[C:42](B(O)O)[CH:41]=1.C(=O)([O-])[O-].[K+].[K+]>C1(C)C=CC=CC=1.ClCCl.C1C=CC([P]([Pd]([P](C2C=CC=CC=2)(C2C=CC=CC=2)C2C=CC=CC=2)([P](C2C=CC=CC=2)(C2C=CC=CC=2)C2C=CC=CC=2)[P](C2C=CC=CC=2)(C2C=CC=CC=2)C2C=CC=CC=2)(C2C=CC=CC=2)C2C=CC=CC=2)=CC=1>[Cl:32][C:23]1[C:24]([O:30][CH3:31])=[C:25]([O:28][CH3:29])[CH:26]=[CH:27][C:22]=1[C:20]([N:19]([CH2:18][C:10]1[N:11]=[C:12]2[CH:17]=[CH:16][CH:15]=[CH:14][N:13]2[C:9]=1[CH2:8][C:6]1[CH:7]=[C:2]([C:42]2[CH:41]=[N:40][CH:45]=[CH:44][CH:43]=2)[CH:3]=[CH:4][C:5]=1[O:38][CH3:39])[CH2:33][CH2:34][CH:35]([CH3:36])[CH3:37])=[O:21] |f:2.3.4,^1:68,70,89,108|. Reported procedure: A solution of 61 mg (0.1 mmol) N-({3-[(5-bromo-2-methoxyphenyl)methyl](imidazolo[1,2-a]pyridin-2-yl)}methyl)(2-chloro-3,4-dimethoxyphenyl)-N-(3-methylbutyl)carboxamide in 2 mL toluene is treated with 4 mg (0.003 mmol) tetrakis(triphenylphosphine)palladium(0), 15 mg (0.12 mmol) pyridine-3-boronic acid and 0.2 mL 2M potassium carbonate. The solution is heated to 85° C. for 18 hr and cooled to room temperature. The solution is diluted with 10 mL dichloromethane, washed with 10 mL brine, dried over ... Reactants: O (water), CC(C)([O-])C.[K+] (Potassium t-butoxide), C(#N)CP(OCC)(OCC)=O (Diethyl cyanomethylphosphonate), FC=1C=C(C=CC1F)[C@@H]1OC1 ((2S)-2-(3,4-difluorophenyl) oxirane). The solvent is C1(=CC=CC=C1)C (toluene), C1(=CC=CC=C1)C (toluene). Reaction conditions: temperature 75 celsius. Product: FC=1C=C(C=CC1F)[C@H]1[C@@H](C1)C#N ((1R,2R)-2-(3,4-Difluorophenyl)Cyclopropanecarbonitrile). Reaction SMILES: CC(C)([O-])C.[K+].[C:7]([CH2:9]P(=O)(OCC)OCC)#[N:8].[F:18][C:19]1[CH:20]=[C:21]([C@H:26]2[CH2:28]O2)[CH:22]=[CH:23][C:24]=1[F:25].O>C1(C)C=CC=CC=1>[F:18][C:19]1[CH:20]=[C:21]([C@@H:26]2[CH2:28][C@H:9]2[C:7]#[N:8])[CH:22]=[CH:23][C:24]=1[F:25] |f:0.1|. Reported procedure: Potassium t-butoxide (21.5 g) and toluene (150 mL) were charged into a reaction vessel. Diethyl cyanomethylphosphonate (34.8 g) was added to the mixture with stirring and mixture was heated to 70-80° C. Then a mixture of (2S)-2-(3,4-difluorophenyl) oxirane (29 g) in toluene (150 mL) was slowly added to above reaction mass at 75-80° C. over a period of 30 minutes and the mixture was maintained for 11-12 hours for completion of reaction as monitored by TLC. After completion of reaction, mixture wa...